Dataset: the Open Reaction Database (ORD), a public repository of structured organic reaction records. Task: describe an organic reaction: reactants, conditions, products, and yield Starting materials: CCOCCO, NC1CCCC1, COc1cc2c(Cl)c(C#N)cnc2cc1F. Yields the product COc1cc2c(NC3CCCC3)c(C#N)cnc2cc1F. RXN SMILES: [CH3:23][CH2:24][O:25][CH2:26][CH2:27][OH:28].[CH:17]1([NH2:22])[CH2:18][CH2:19][CH2:20][CH2:21]1.[Cl:1][c:2]1[c:3]([C:15]#[N:16])[cH:4][n:5][c:6]2[cH:7][c:8]([F:14])[c:9]([O:12][CH3:13])[cH:10][c:11]12>>[c:2]1([NH:22][CH:17]2[CH2:18][CH2:19][CH2:20][CH2:21]2)[c:3]([C:15]#[N:16])[cH:4][n:5][c:6]2[cH:7][c:8]([F:14])[c:9]([O:12][CH3:13])[cH:10][c:11]12. The reactants are [Al+3], [Cl-], [H-], [H-], [H-], [H-], [H-], [Li+], CC(C)[Si](OC1=CC(N=[N+]=[N-])C(c2cc(F)c(F)cc2F)CC1)(C(C)C)C(C)C, [NH4+]. Product: CC(C)[Si](OC1=CC(N)C(c2cc(F)c(F)cc2F)CC1)(C(C)C)C(C)C. RXN SMILES: [Al+3:31].[Cl-:37].[H-:30].[H-:33].[H-:34].[H-:35].[H-:36].[Li+:32].[N:1](=[N+:2]=[N-:3])[CH:4]1[CH:5]=[C:6]([O:19][Si:20]([CH:21]([CH3:22])[CH3:23])([CH:24]([CH3:25])[CH3:26])[CH:27]([CH3:28])[CH3:29])[CH2:7][CH2:8][CH:9]1[c:10]1[c:11]([F:18])[cH:12][c:13]([F:17])[c:14]([F:16])[cH:15]1.[NH4+:38]>>[NH2:1][CH:4]1[CH:5]=[C:6]([O:19][Si:20]([CH:21]([CH3:22])[CH3:23])([CH:24]([CH3:25])[CH3:26])[CH:27]([CH3:28])[CH3:29])[CH2:7][CH2:8][CH:9]1[c:10]1[c:11]([F:18])[cH:12][c:13]([F:17])[c:14]([F:16])[cH:15]1.